Task: describe an organic reaction: reactants, conditions, products, and yield. Dataset: the Open Reaction Database (ORD), a public repository of structured organic reaction records Procedure details: A solution of 95 mg (0.213 mmol) of (S)-2-((3S,5R,6S)-3-allyl-5-(3-chlorophenyl)-6-(4-chlorophenyl)-2-oxopiperidin-1-yl)butanoic acid (Example 33, Step A) and acetic hydrazide (23.65 mg, 0.319 mmol) in DCM (479 μL) and DMF (53.2 μL) was treated at 0° C. with N1-((ethylimino)methylene)-N3,N3-dimethylpropane-1,3-diamine hydrochloride (122 mg, 0.638 mmol), 3H-[1,2,3]triazolo[4,5-b]pyridin-3-ol (87 mg, 0.638 mmol), and sodium bicarbonate (53.6 mg, 0.638 mmol) at 0° C., successively. Then the reactio... Conditions: temperature 25 celsius, time 12 hour. The reactants are C(C=C)[C@@H]1C(N([C@@H]([C@H](C1)C1=CC(=CC=C1)Cl)C1=CC=C(C=C1)Cl)[C@H](C(=O)O)CC)=O ((S)-2-((3S,5R,6S)-3-allyl-5-(3-chlorophenyl)-6-(4-chlorophenyl)-2-oxopiperidin-1-yl)butanoic acid), C(C)(=O)NN (acetic hydrazide), Cl.C(C)N=C=NCCCN(C)C (N1-((ethylimino)methylene)-N3,N3-dimethylpropane-1,3-diamine hydrochloride), N1=NN(C2=NC=CC=C21)O (3H-[1,2,3]triazolo[4,5-b]pyridin-3-ol), C([O-])(O)=O.[Na+] (sodium bicarbonate). Yields the product C(C)(=O)NNC([C@H](CC)N1C([C@H](C[C@@H]([C@H]1C1=CC=C(C=C1)Cl)C1=CC(=CC=C1)Cl)CC=C)=O)=O ((S)-N′-acetyl-2-((3S,5R,6S)-3-allyl-5-(3-chlorophenyl)-6-(4-chlorophenyl)-2-oxopiperidin-1-yl)butanehydrazide). Reaction SMILES: [CH2:1]([C@H:4]1[CH2:9][C@H:8]([C:10]2[CH:15]=[CH:14][CH:13]=[C:12]([Cl:16])[CH:11]=2)[C@@H:7]([C:17]2[CH:22]=[CH:21][C:20]([Cl:23])=[CH:19][CH:18]=2)[N:6]([C@@H:24]([CH2:28][CH3:29])[C:25](O)=[O:26])[C:5]1=[O:30])[CH:2]=[CH2:3].[C:31]([NH:34][NH2:35])(=[O:33])[CH3:32].Cl.C(N=C=NCCCN(C)C)C.N1C2C(=NC=CC=2)N(O)N=1.C(=O)(O)[O-].[Na+]>C(Cl)Cl.CN(C=O)C.Cl>[C:31]([NH:34][NH:35][C:25](=[O:26])[C@@H:24]([N:6]1[C@H:7]([C:17]2[CH:22]=[CH:21][C:20]([Cl:23])=[CH:19][CH:18]=2)[C@@H:8]([C:10]2[CH:15]=[CH:14][CH:13]=[C:12]([Cl:16])[CH:11]=2)[CH2:9][C@H:4]([CH2:1][CH:2]=[CH2:3])[C:5]1=[O:30])[CH2:28][CH3:29])(=[O:33])[CH3:32] |f:2.3,5.6|. Run in Cl (HCl), C(Cl)Cl (DCM), CN(C)C=O (DMF). Starting materials: C(C)(C)(C)OC(=O)N1[C@@H](CC(C1)(F)F)C(=O)O ((S)-1-(tert-butoxycarbonyl)-4,4-difluoropyrrolidine-2-carboxylic acid), O1CCOCC1.Cl (HCl dioxane). The solvent is CO (methanol). Run at time 6 hour. The product is FC1(C[C@H](NC1)C(=O)O)F ((S)-4,4-difluoropyrrolidine-2-carboxylic acid). RXN SMILES: C(OC([N:8]1[CH2:12][C:11]([F:14])([F:13])[CH2:10][C@H:9]1[C:15]([OH:17])=[O:16])=O)(C)(C)C.O1CCOCC1.Cl>CO>[F:13][C:11]1([F:14])[CH2:12][NH:8][C@H:9]([C:15]([OH:17])=[O:16])[CH2:10]1 |f:1.2|. Procedure details: To a solution of (S)-1-(tert-butoxycarbonyl)-4,4-difluoropyrrolidine-2-carboxylic acid (500 mg, 1.99 mmol) in methanol (30 mL) was added 4N HCl dioxane (3 mL). The reaction mixture was stirred at rt for 6 h. Concentration gave an oil which was used for the next step without purification (480 mg, 100%). 1H NMR (CD3OD, 400 MHz) δ 4.76 (1H, t, J=8.5 Hz), 3.79-3.87 (2H, m), 2.91-3.03 (1H, m), 2.73-2.82 (1H, m). Starting materials: Cl (hydrochloric acid), ClC1=C(C(=O)NCC23CC4CC(CC(C2)C4)C3)C=C(C=C1)CC=O (2-chloro-5-(2-oxoethyl)-N-(tricyclo[3.3.1.13,7]dec-1-ylmethyl)-benzamide), NC1CN(CC1)C(=O)OC(C)(C)C (3-amino-1-pyrrolidinecarboxylic acid, 1,1-dimethylethyl ester), C(C)(=O)O[BH-](OC(C)=O)OC(C)=O.[Na+] (sodium triacetoxyborohydride). Run in O1CCOCC1 (dioxane), CO (methanol), ClCCCl (1,2-dichloroethane). Run at time 14 hour. Yields the product Cl.Cl.ClC1=C(C(=O)NCC23CC4CC(CC(C2)C4)C3)C=C(C=C1)CCNC1CNCC1 (2-Chloro-5-[2-(3-pyrrolidinylamino)ethyl]-N-(tricyclo[3.3.1.13,7]dec-1-ylmethyl)-benzamide, dihydrochloride salt). Reaction SMILES: [Cl:1][C:2]1[CH:21]=[CH:20][C:19]([CH2:22][CH:23]=O)=[CH:18][C:3]=1[C:4]([NH:6][CH2:7][C:8]12[CH2:17][CH:12]3[CH2:13][CH:14]([CH2:16][CH:10]([CH2:11]3)[CH2:9]1)[CH2:15]2)=[O:5].[NH2:25][CH:26]1[CH2:30][CH2:29][N:28](C(OC(C)(C)C)=O)[CH2:27]1.C(O[BH-](OC(=O)C)OC(=O)C)(=O)C.[Na+].[ClH:52]>CO.O1CCOCC1.ClCCCl>[ClH:1].[ClH:52].[Cl:1][C:2]1[CH:21]=[CH:20][C:19]([CH2:22][CH2:23][NH:25][CH:26]2[CH2:30][CH2:29][NH:28][CH2:27]2)=[CH:18][C:3]=1[C:4]([NH:6][CH2:7][C:8]12[CH2:15][CH:14]3[CH2:13][CH:12]([CH2:11][CH:10]([CH2:16]3)[CH2:9]1)[CH2:17]2)=[O:5] |f:2.3,8.9.10|. Procedure: Prepared according to the method described in Example 66c from 2-chloro-5-(2-oxoethyl)-N-(tricyclo[3.3.1.13,7]dec-1-ylmethyl)-benzamide (0.094 g, Example 66b), 3-amino-1-pyrrolidinecarboxylic acid, 1,1-dimethylethyl ester (0.101 g), sodium triacetoxyborohydride (0.081 g) and 1,2-dichloroethane (2 ml). After work-up, the residue was purified by HPLC eluting with a gradient of 0-5% ethanol in dichloromethane. The pale orange powder obtained was dissolved in methanol (2 ml) and a solution of hydroc... Reactants: ClCCl, CC(NC(=O)OCc1ccccc1)c1nc2ccc(F)cn2c1I, OB(O)c1cncc(F)c1, [Na+], [Na+], O=C([O-])[O-], C1COCCO1, O. Product: CC(NC(=O)OCc1ccccc1)c1nc2ccc(F)cn2c1-c1cncc(F)c1. RXN SMILES: [Cl:41][CH2:42][Cl:43].[F:11][c:12]1[cH:13][cH:14][c:15]2[n:16]([cH:17]1)[c:18]([I:34])[c:19]([CH:21]([CH3:22])[NH:23][C:24]([O:25][CH2:26][c:27]1[cH:28][cH:29][cH:30][cH:31][cH:32]1)=[O:33])[n:20]2.[F:1][c:2]1[cH:3][c:4]([B:8]([OH:9])[OH:10])[cH:5][n:6][cH:7]1.[Na+:35].[Na+:36].[O-:37][C:38](=[O:39])[O-:40].[O:44]1[CH2:45][CH2:46][O:47][CH2:48][CH2:49]1.[OH2:50]>>[F:1][c:2]1[cH:3][c:4](-[c:18]2[n:16]3[c:15]([cH:14][cH:13][c:12]([F:11])[cH:17]3)[n:20][c:19]2[CH:21]([CH3:22])[NH:23][C:24]([O:25][CH2:26][c:27]2[cH:28][cH:29][cH:30][cH:31][cH:32]2)=[O:33])[cH:5][n:6][cH:7]1. The reactants are O1C(=CC=C1)C=1OC(=C(N1)COC1=C(C=C(COC2=NN(C=C2/C=C/C(=O)OCC)C2=CC=CC=C2)C=C1)OC)C (ethyl (2E)-3-{3-[(4-{[2-(2-furyl)-5-methyl-1,3-oxazol-4-yl]methoxy}-3-methoxybenzyl)oxy]-1-phenyl-1H-pyrazol-4-yl}-2-propenoate), [H-].C(C(C)C)[Al+]CC(C)C (diisobutylaluminum hydride), O.O.O.O.O.O.O.O.O.O.S(=O)(=O)([O-])[O-].[Na+].[Na+] (Sodium sulfate decahydrate). Run in C(C)(=O)OCC (ethyl acetate), O1CCCC1 (tetrahydrofuran). Conditions: time 3 hour. Product: O1C(=CC=C1)C=1OC(=C(N1)COC1=C(C=C(COC2=NN(C=C2/C=C/CO)C2=CC=CC=C2)C=C1)OC)C ((2E)-3-{3-[(4-([2-(2-furyl)-5-methyl-1,3-oxazol-4-yl]methoxy}-3-methoxybenzyl)oxy]-1-phenyl-1H-pyrazol-4-yl}-2-propen-1-ol). Isolated yield 59.0%. As a reaction SMILES: [O:1]1[CH:5]=[CH:4][CH:3]=[C:2]1[C:6]1[O:7][C:8]([CH3:41])=[C:9]([CH2:11][O:12][C:13]2[CH:38]=[CH:37][C:16]([CH2:17][O:18][C:19]3[C:23](/[CH:24]=[CH:25]/[C:26](OCC)=[O:27])=[CH:22][N:21]([C:31]4[CH:36]=[CH:35][CH:34]=[CH:33][CH:32]=4)[N:20]=3)=[CH:15][C:14]=2[O:39][CH3:40])[N:10]=1.[H-].C([Al+]CC(C)C)C(C)C.O.O.O.O.O.O.O.O.O.O.S([O-])([O-])(=O)=O.[Na+].[Na+]>O1CCCC1.C(OCC)(=O)C>[O:1]1[CH:5]=[CH:4][CH:3]=[C:2]1[C:6]1[O:7][C:8]([CH3:41])=[C:9]([CH2:11][O:12][C:13]2[CH:38]=[CH:37][C:16]([CH2:17][O:18][C:19]3[C:23](/[CH:24]=[CH:25]/[CH2:26][OH:27])=[CH:22][N:21]([C:31]4[CH:32]=[CH:33][CH:34]=[CH:35][CH:36]=4)[N:20]=3)=[CH:15][C:14]=2[O:39][CH3:40])[N:10]=1 |f:1.2,3.4.5.6.7.8.9.10.11.12.13.14.15|. Reported procedure: To a solution of ethyl (2E)-3-{3-[(4-{[2-(2-furyl)-5-methyl-1,3-oxazol-4-yl]methoxy}-3-methoxybenzyl)oxy]-1-phenyl-1H-pyrazol-4-yl}-2-propenoate (0.55 g) in tetrahydrofuran (50 mL) was added diisobutylaluminum hydride (0.95 M hexane solution, 6.3 mL) at 0° C., and the mixture was stirred at room temperature for 3 hrs. Sodium sulfate decahydrate (1.91 g) was added to the reaction mixture, and the mixture was stirred at room temperature for 30 min. The reaction mixture was diluted with ethyl aceta... Starting materials: CC=1CC(NC(C1C)C1=C(C=CC=C1)C)=O (4,5-dimethyl-6-o-tolyl-3,6-dihydro-1H-pyridin-2-one). The solvent is C1CCOC1 (THF). Conditions: time 16 hour. The product is CC=1CCNC(C1C)C1=C(C=CC=C1)C (4,5-Dimethyl-6-o-tolyl-1,2,3,6-tetrahydro-pyridine). RXN SMILES: [CH3:1][C:2]1[CH2:3][C:4](=O)[NH:5][CH:6]([C:9]2[CH:14]=[CH:13][CH:12]=[CH:11][C:10]=2[CH3:15])[C:7]=1[CH3:8]>C1COCC1>[CH3:1][C:2]1[CH2:3][CH2:4][NH:5][CH:6]([C:9]2[CH:14]=[CH:13][CH:12]=[CH:11][C:10]=2[CH3:15])[C:7]=1[CH3:8]. Reported procedure: A solution of 4,5-dimethyl-6-o-tolyl-3,6-dihydro-1H-pyridin-2-one (177 mg; 0.82 mmol) in THF(5 mL) is treated with alane (10 equivalents) and the mixture is stirred at room temperature for 16 hours. The reaction is quenched with Na2SO4.10H2O (2 g) and the resulting mixture filtered and the insolubles washed with ethyl acetate. The filtrate is concentrated in vacuo to give the product (12). Starting materials: CN1CC=C(CC1)CC(=O)N1C2=C(NC(C3=C1C=CC=C3)=O)C=CC=C2 (5,10-dihydro-5-[(1-methyl-1,2,5,6-tetrahydro-4-pyridinyl)acetyl]-11H-dibenzo[b,e][1,4]diazepin-11-one), [H][H] (hydrogen). The reagents and catalysts are [Pt]=O (platinum oxide). The solvent is C(C)O (ethanol). Yields the product CN1CCC(CC1)CC(=O)N1C2=C(NC(C3=C1C=CC=C3)=O)C=CC=C2 (5,10-dihydro-5-[(1-methyl-4-piperidinyl)acetyl]-11H-dibenzo[b,e][1,4]diazepin-11-one). Isolated yield 91.6%. Reaction SMILES: [CH3:1][N:2]1[CH2:7][CH2:6][C:5]([CH2:8][C:9]([N:11]2[C:17]3[CH:18]=[CH:19][CH:20]=[CH:21][C:16]=3[C:15](=[O:22])[NH:14][C:13]3[CH:23]=[CH:24][CH:25]=[CH:26][C:12]2=3)=[O:10])=[CH:4][CH2:3]1.[H][H]>C(O)C.[Pt]=O>[CH3:1][N:2]1[CH2:3][CH2:4][CH:5]([CH2:8][C:9]([N:11]2[C:17]3[CH:18]=[CH:19][CH:20]=[CH:21][C:16]=3[C:15](=[O:22])[NH:14][C:13]3[CH:23]=[CH:24][CH:25]=[CH:26][C:12]2=3)=[O:10])[CH2:6][CH2:7]1. Procedure details: 3.5 g (0.01 mol) of 5,10-dihydro-5-[(1-methyl-1,2,5,6-tetrahydro-4-pyridinyl)acetyl]-11H-dibenzo[b,e][1,4]diazepin-11-one were dissolved in 100 ml of ethanol and hydrogenated in the presence of 0.5 g of platinum oxide at ambient temperature and under a pressure of 3 bar. After the uptake of hydrogen had ended, the catalyst was filtered out and the remaining mixture concentrated by evaporation in vacuo. The residue was purified by column chromatography (NM silica gel 60; 0.063-0.2 mm particle siz... Reactants: SC=1C=C(C(=O)O)C=CC1 (3-mercaptobenzoic acid), CN1CCOCC1 (N-methylmorpholine), C(C(C)C)OC(=O)Cl (iso-butylchloroformate), C[O-].[Na+] (sodium methoxide), CN (methylamine), C1CCOC1 (THF). As a reaction SMILES: [SH:1][C:2]1[CH:3]=[C:4]([CH:8]=[CH:9][CH:10]=1)[C:5](O)=[O:6].[CH3:11][N:12]1CCOCC1.C(OC(Cl)=O)C(C)C.CN.C1COCC1.C[O-].[Na+]>C(O)CO.COC.CO>[CH3:11][NH:12][C:5](=[O:6])[C:4]1[CH:8]=[CH:9][CH:10]=[C:2]([SH:1])[CH:3]=1 |f:5.6,7.8|. Solvent: C(CO)O.COC (ethyleneglycol dimethylether), CO (methanol). Run at time 1 hour. Reported procedure: To a solution of 3-mercaptobenzoic acid (1.00 g, 6.49 mmol) in ethyleneglycol-dimethylether (10 ml) was added N-methylmorpholine (1.5 ml, 13.6 mmol) and iso-butylchloroformate (1.77 ml, 13.6 mmol) under a flow of nitrogen at 0° C. The clear solution quickly became a thick paste. After stirring for one hour the reaction was filtered and then treated with 2M methylamine in THF (7 ml, 14 mmol). The reaction was stirred for two days at room temperature and then treated with 0.5M sodium methoxide in ... Product: CNC(C1=CC(=CC=C1)S)=O (N-Methyl 3-mercaptobenzamide). The reactants are CO (Methanol), NO (hydroxylamine), C(C)OC(C)OCC1=C(C=CC=C1)C(C(=O)NC)=O (2-[2-{(1-ethoxyethyl)oxymethyl}phenyl]-N-methyl-2-oxoacetamide). The solvent is O (water). Yields the product C(C)OC(C)OCC1=C(C=CC=C1)C(C(=O)NC)=NO (2-[2-{(1-ethoxyethyl)oxymethyl}phenyl]-2-hydroxyimino-N-methylacetamide). Isolated yield 37.5%. As a reaction SMILES: CO.[NH2:3][OH:4].[CH2:5]([O:7][CH:8]([O:10][CH2:11][C:12]1[CH:17]=[CH:16][CH:15]=[CH:14][C:13]=1[C:18](=O)[C:19]([NH:21][CH3:22])=[O:20])[CH3:9])[CH3:6]>O>[CH2:5]([O:7][CH:8]([O:10][CH2:11][C:12]1[CH:17]=[CH:16][CH:15]=[CH:14][C:13]=1[C:18](=[N:3][OH:4])[C:19]([NH:21][CH3:22])=[O:20])[CH3:9])[CH3:6]. Procedure: Methanol (4 ml) and 50% aqueous hydroxylamine solution (0.4 g, 0.006 mol) were added to 2-[2-{(1-ethoxyethyl)oxymethyl}phenyl]-N-methyl-2-oxoacetamide (0.53 g, 0.002 mol). The mixture was stirred under reflux for 5 hours. After completion of the reaction, water (100 ml) was added, and the mixture was extracted with dichloromethane (50 ml) twice. The extract was dried over anhydrous magnesium sulfate and concentrated under reduced pressure. The resulting residue was purified by silica gel chromat...